From a dataset of the Open Reaction Database (ORD), a public repository of structured organic reaction records. describe an organic reaction: reactants, conditions, products, and yield The reactants are COCCNCCOC, CCO, COc1ccc([N+](=O)[O-])c(Cl)n1. The product is COCCN(CCOC)c1nc(OC)ccc1[N+](=O)[O-]. RXN SMILES: [CH3:13][O:14][CH2:15][CH2:16][NH:17][CH2:18][CH2:19][O:20][CH3:21].[CH3:22][CH2:23][OH:24].[Cl:1][c:2]1[n:3][c:4]([O:11][CH3:12])[cH:5][cH:6][c:7]1[N+:8](=[O:9])[O-:10]>>[c:2]1([N:17]([CH2:16][CH2:15][O:14][CH3:13])[CH2:18][CH2:19][O:20][CH3:21])[n:3][c:4]([O:11][CH3:12])[cH:5][cH:6][c:7]1[N+:8](=[O:9])[O-:10].